From a dataset of the Open Reaction Database (ORD), a public repository of structured organic reaction records. describe an organic reaction: reactants, conditions, products, and yield As a reaction SMILES: [CH2:1]([c:2]1[cH:3][cH:4][cH:5][cH:6][cH:7]1)[O:8][NH:9][C:10]([CH:11]([CH:12]([CH:13]([CH3:14])[CH3:15])[OH:16])[N:17]([CH2:18][c:19]1[cH:20][cH:21][cH:22][cH:23][cH:24]1)[S:25](=[O:26])(=[O:27])[c:28]1[cH:29][cH:30][c:31]([O:34][CH3:35])[cH:32][cH:33]1)=[O:36].[CH3:37][CH2:38][OH:39]>>[OH:8][NH:9][C:10]([CH:11]([CH:12]([CH:13]([CH3:14])[CH3:15])[OH:16])[N:17]([CH2:18][c:19]1[cH:20][cH:21][cH:22][cH:23][cH:24]1)[S:25](=[O:26])(=[O:27])[c:28]1[cH:29][cH:30][c:31]([O:34][CH3:35])[cH:32][cH:33]1)=[O:36]. Yields the product COc1ccc(S(=O)(=O)N(Cc2ccccc2)C(C(=O)NO)C(O)C(C)C)cc1. The reactants are COc1ccc(S(=O)(=O)N(Cc2ccccc2)C(C(=O)NOCc2ccccc2)C(O)C(C)C)cc1, CCO. The reactants are FB(F)F, CC(=O)CCC(=O)O, CCOCC, COc1ccccc1OC, CC(Cl)Cl, O=C(CCl)OC(=O)CCl. Yields the product COc1ccc(C(=O)CCC(C)=O)cc1OC. As a reaction SMILES: [B:33]([F:34])([F:35])[F:36].[C:1]([CH2:2][CH2:3][C:4](=[O:5])[CH3:6])(=[O:7])[OH:8].[CH2:28]([O:29][CH2:30][CH3:31])[CH3:32].[CH3:18][O:19][c:20]1[cH:21][cH:22][cH:23][cH:24][c:25]1[O:26][CH3:27].[Cl:37][CH:38]([Cl:39])[CH3:40].[Cl:9][CH2:10][C:11]([O:12][C:13](=[O:14])[CH2:15][Cl:16])=[O:17]>>[C:1]([CH2:2][CH2:3][C:4](=[O:5])[CH3:6])(=[O:7])[c:23]1[cH:22][cH:21][c:20]([O:19][CH3:18])[c:25]([O:26][CH3:27])[cH:24]1. Reactants: CC(C)(C)OC(=O)NCCCc1ccc(N2CC(=O)NS2(=O)=O)c(O)c1, Cl, [K], C1COCCO1. The product is Cl, NCCCc1ccc(N2CC(=O)NS2(=O)=O)c(O)c1. RXN SMILES: [C:9]([O:10][C:11](=[O:12])[NH:15][CH2:16][CH2:17][CH2:18][c:19]1[cH:20][c:21]([OH:33])[c:22]([N:25]2[S:26](=[O:31])(=[O:32])[NH:27][C:28](=[O:30])[CH2:29]2)[cH:23][cH:24]1)([CH3:13])([CH3:14])[CH3:34].[ClH:1].[K:8].[O:2]1[CH2:3][CH2:4][O:5][CH2:6][CH2:7]1>>[ClH:1].[NH2:15][CH2:16][CH2:17][CH2:18][c:19]1[cH:20][c:21]([OH:33])[c:22]([N:25]2[S:26](=[O:31])(=[O:32])[NH:27][C:28](=[O:30])[CH2:29]2)[cH:23][cH:24]1. Starting materials: Cc1ccccc1, CCOC(=O)Cl, Fc1ccc(C2CN(Cc3ccccc3)CCO2)cc1. Yields the product CCOC(=O)N1CCOC(c2ccc(F)cc2)C1. RXN SMILES: [CH3:27][c:28]1[cH:29][cH:30][cH:31][cH:32][cH:33]1.[Cl:21][C:22](=[O:23])[O:24][CH2:25][CH3:26].[F:1][c:2]1[cH:3][cH:4][c:5]([CH:8]2[O:9][CH2:10][CH2:11][N:12]([CH2:14][c:15]3[cH:16][cH:17][cH:18][cH:19][cH:20]3)[CH2:13]2)[cH:6][cH:7]1>>[F:1][c:2]1[cH:3][cH:4][c:5]([CH:8]2[O:9][CH2:10][CH2:11][N:12]([C:22](=[O:23])[O:24][CH2:25][CH3:26])[CH2:13]2)[cH:6][cH:7]1. Starting materials: O=[N+]([O-])c1ccc2ncsc2c1, [Na+], [OH-], Cl[Sn]Cl. The product is Nc1ccc2ncsc2c1. Reaction SMILES: [N+:4]([O-:5])(=[O:6])[c:7]1[cH:8][c:9]2[c:10]([n:11][cH:12][s:13]2)[cH:14][cH:15]1.[Na+:17].[OH-:16].[Sn:1]([Cl:2])[Cl:3]>>[NH2:4][c:7]1[cH:8][c:9]2[c:10]([n:11][cH:12][s:13]2)[cH:14][cH:15]1.